From a dataset of the Open Reaction Database (ORD), a public repository of structured organic reaction records. describe an organic reaction: reactants, conditions, products, and yield The reactants are CO (methanol), BrC1=C2CCOC(C2=CC=C1)C=1NCCN1 (2-(5-bromoisochroman-1-yl)-4,5-dihydro-1H-imidazole), C(C)(C)(C)P(C1=C(C=CC=C1)C1=CC=CC=C1)C(C)(C)C (2-(di-t-butylphosphino)biphenyl), C(=O)([O-])[O-].[Cs+].[Cs+] (Cs2CO3). Reagents/catalysts: C(C)(=O)[O-].[Pd+2].C(C)(=O)[O-] (palladium(II)acetate). Run in C1(=CC=CC=C1)C (toluene). Conditions: temperature 130 celsius. Product: COC1=C2CCOC(C2=CC=C1)C=1NCCN1 (2-(5-Methoxyisochroman-1-yl)-4,5-dihydro-1H-imidazole). RXN SMILES: Br[C:2]1[CH:11]=[CH:10][CH:9]=[C:8]2[C:3]=1[CH2:4][CH2:5][O:6][CH:7]2[C:12]1[NH:13][CH2:14][CH2:15][N:16]=1.C(P(C(C)(C)C)C1C=CC=CC=1C1C=CC=CC=1)(C)(C)C.[C:38]([O-])([O-])=[O:39].[Cs+].[Cs+].CO>C([O-])(=O)C.[Pd+2].C([O-])(=O)C.C1(C)C=CC=CC=1>[CH3:38][O:39][C:2]1[CH:11]=[CH:10][CH:9]=[C:8]2[C:3]=1[CH2:4][CH2:5][O:6][CH:7]2[C:12]1[NH:13][CH2:14][CH2:15][N:16]=1 |f:2.3.4,6.7.8|. Reported procedure: To a mixture of 2-(5-bromoisochroman-1-yl)-4,5-dihydro-1H-imidazole (200 mg), 2-(di-t-butylphosphino)biphenyl (5.31 mg), palladium(II)acetate (3.19 mg) and Cs2CO3 (348 mg) was added methanol (1 ml) and toluene (2 ml). The mixture was degassed with N2 and then heated for 40 min at 120° C. and 30 min at 130° C. Alternatively, other Pd-ligand complexes and reaction conditions can be applied in the C—O formation. The title compound was purified by using separation methods E and G. (Yield 5 mg). The reactants are BrCC1=CC=C(C=C1)C1=C(C#N)C=CC=C1 (2-(4-bromomethylphenyl)benzonitrile), BrCC1(CC=C(C=C1)C1=C(C#N)C=CC=C1)CBr (2-(4,4-dibromomethylphenyl)benzonitrile), C(C)(C)(C)OC(=O)NC1=C(C(=O)OC)C=CC=C1[N+](=O)[O-] (methyl 2-tert-butoxycarbonylamino-3-nitrobenzoate), ( 1 ). Yields the product C(C)(C)(C)OC(=O)N(CC1=CC=C(C=C1)C1=C(C=CC=C1)C#N)C1=C(C(=O)OC)C=CC=C1[N+](=O)[O-] (methyl 2-[N-t-butoxycarbonyl-N-[(2′-cyano-biphenyl-4-yl)methyl]amino]-3-nitrobenzoate). Reaction SMILES: Br[CH2:2][C:3]1[CH:8]=[CH:7][C:6]([C:9]2[CH:16]=[CH:15][CH:14]=[CH:13][C:10]=2[C:11]#[N:12])=[CH:5][CH:4]=1.BrCC1(CBr)C=CC(C2C=CC=CC=2C#N)=CC1.[C:35]([O:39][C:40]([NH:42][C:43]1[C:52]([N+:53]([O-:55])=[O:54])=[CH:51][CH:50]=[CH:49][C:44]=1[C:45]([O:47][CH3:48])=[O:46])=[O:41])([CH3:38])([CH3:37])[CH3:36]>>[C:35]([O:39][C:40]([N:42]([C:43]1[C:52]([N+:53]([O-:55])=[O:54])=[CH:51][CH:50]=[CH:49][C:44]=1[C:45]([O:47][CH3:48])=[O:46])[CH2:2][C:3]1[CH:8]=[CH:7][C:6]([C:9]2[CH:16]=[CH:15][CH:14]=[CH:13][C:10]=2[C:11]#[N:12])=[CH:5][CH:4]=1)=[O:41])([CH3:38])([CH3:36])[CH3:37]. Reported procedure: A method according to claim 1, wherein said reaction is carried out between (1) a mixture containing 2-(4-bromomethylphenyl)benzonitrile and 2-(4,4-dibromomethylphenyl)benzonitrile and (2) methyl 2-tert-butoxycarbonylamino-3-nitrobenzoate to give methyl 2-[N-t-butoxycarbonyl-N-[(2′-cyano-biphenyl-4-yl)methyl]amino]-3-nitrobenzoate.